From a dataset of the Open Reaction Database (ORD), a public repository of structured organic reaction records. describe an organic reaction: reactants, conditions, products, and yield Reagents/catalysts: CC([O-])C.[Ti+4].CC([O-])C.CC([O-])C.CC([O-])C (titanium(IV)isopropoxide). Run in CO (methanol), CO (methanol). Product: C(C)(C)OC(=O)N1C2=C(C(CC1CC)NCC1=CC(=CC(=C1)C(F)(F)F)C(F)(F)F)SC=C2 (7-(3,5-bis-trifluoromethyl-benzylamino)-5-ethyl-6,7-dihydro-5H-thieno [3,2-b]pyridine-4-carboxylic acid isopropyl ester). Conditions: time 4 hour. Procedure: Inject titanium(IV)isopropoxide (0.372 ml, 1.26 mmol) to a mixture of 5-ethyl-7-oxo-6,7-dihydro-5H-thieno[3,2-b]pyridine-4-carboxylic acid isopropyl ester (0.225 g, 0.842 mmol), 3,5-bis(trifluoromethyl)benzylamine (0.211 g, 0.842 mmol), and then stir at room temperature for 4 h. Inject a solution of sodium cyanoborohydride (0.212 g, 3.37 mmol) in methanol (8 ml) to the reaction mixture and continue to stir at room temperature overnight. Add another portion of solution of sodium cyanoborohydride ... Starting materials: C(#N)[BH3-].[Na+] (sodium cyanoborohydride), C(C)(C)OC(=O)N1C2=C(C(CC1CC)=O)SC=C2 (5-ethyl-7-oxo-6,7-dihydro-5H-thieno[3,2-b]pyridine-4-carboxylic acid isopropyl ester), FC(C=1C=C(CN)C=C(C1)C(F)(F)F)(F)F (3,5-bis(trifluoromethyl)benzylamine), [BH4-].[Na+] (sodium borohydride), C(#N)[BH3-].[Na+] (sodium cyanoborohydride), [OH-].[Na+] (sodium hydroxide). As a reaction SMILES: [CH:1]([O:4][C:5]([N:7]1[CH:12]([CH2:13][CH3:14])[CH2:11][C:10](=O)[C:9]2[S:16][CH:17]=[CH:18][C:8]1=2)=[O:6])([CH3:3])[CH3:2].[F:19][C:20]([F:34])([F:33])[C:21]1[CH:22]=[C:23]([CH:26]=[C:27]([C:29]([F:32])([F:31])[F:30])[CH:28]=1)[CH2:24][NH2:25].C([BH3-])#N.[Na+].[BH4-].[Na+].[OH-].[Na+]>CO.CC(C)[O-].[Ti+4].CC(C)[O-].CC(C)[O-].CC(C)[O-]>[CH:1]([O:4][C:5]([N:7]1[CH:12]([CH2:13][CH3:14])[CH2:11][CH:10]([NH:25][CH2:24][C:23]2[CH:26]=[C:27]([C:29]([F:30])([F:31])[F:32])[CH:28]=[C:21]([C:20]([F:19])([F:33])[F:34])[CH:22]=2)[C:9]2[S:16][CH:17]=[CH:18][C:8]1=2)=[O:6])([CH3:3])[CH3:2] |f:2.3,4.5,6.7,9.10.11.12.13|. The yield is 75.7%. Starting materials: NC1=CC(CC(C1)(C)C)=O (3-amino-5,5-dimethyl-2-cyclohexen-1-one), FC=1C=C(C=O)C=CC1F (3,4-difluorobenzaldehyde). Product: FC=1C=C(C=CC1F)C1C=2C(CC(CC2NC=2CC(CC(C12)=O)(C)C)(C)C)=O (9-(3,4-difluorophenyl)-3,4,6,7,9,10-hexahydro-3,3,6,6-tetramethyl-1,8(2H,5H)-acridinedione). As a reaction SMILES: [NH2:1][C:2]1[CH2:7][C:6]([CH3:9])([CH3:8])[CH2:5][C:4](=[O:10])[CH:3]=1.[F:11][C:12]1[CH:13]=[C:14]([CH:17]=[CH:18][C:19]=1[F:20])[CH:15]=O>>[F:11][C:12]1[CH:13]=[C:14]([CH:15]2[C:3]3[C:4](=[O:10])[CH2:5][C:6]([CH3:9])([CH3:8])[CH2:7][C:2]=3[NH:1][C:2]3[CH2:7][C:6]([CH3:9])([CH3:8])[CH2:5][C:4](=[O:10])[C:3]2=3)[CH:17]=[CH:18][C:19]=1[F:20]. Procedure: Reaction of 3-amino-5,5-dimethyl-2-cyclohexen-1-one with 3,4-difluorobenzaldehyde in an analogous manner to that described in Example 1 gave 9-(3,4-difluorophenyl)-3,4,6,7,9,10-hexahydro-3,3,6,6-tetramethyl-1,8(2H,5H)-acridinedione. Crystallization from absolute ethanol/water gave a pale yellow crystalline solid of melting point 270° C. (decomposition). Starting materials: C(C1=CC=CC=C1)OC1=C(C(=O)NC2=C(C(=O)OC(C)(C)C)C=CC(=C2)OC2=CC=CC=C2)C=C(C=C1)N1CCCCC1 (tert-butyl 2-(2-(benzyloxy)-5-(piperidin-1-yl)benzamido)-4-phenoxybenzoate), C(Cl)(Cl)Cl (Chloroform). Reagents/catalysts: [C].[Pd] (palladium-carbon). Run in C(C)(=O)OCC (ethyl acetate), CO (methanol). Reaction conditions: time 2 hour. Product: OC1=C(C(=O)NC2=C(C(=O)OC(C)(C)C)C=CC(=C2)OC2=CC=CC=C2)C=C(C=C1)N1CCCCC1 (tert-butyl 2-(2-hydroxy-5-(piperidin-1-yl)benzamido)-4-phenoxybenzoate). The yield is 85.3%. Reaction SMILES: C([O:8][C:9]1[CH:37]=[CH:36][C:35]([N:38]2[CH2:43][CH2:42][CH2:41][CH2:40][CH2:39]2)=[CH:34][C:10]=1[C:11]([NH:13][C:14]1[CH:26]=[C:25]([O:27][C:28]2[CH:33]=[CH:32][CH:31]=[CH:30][CH:29]=2)[CH:24]=[CH:23][C:15]=1[C:16]([O:18][C:19]([CH3:22])([CH3:21])[CH3:20])=[O:17])=[O:12])C1C=CC=CC=1.C(Cl)(Cl)Cl>C(OCC)(=O)C.CO.[C].[Pd]>[OH:8][C:9]1[CH:37]=[CH:36][C:35]([N:38]2[CH2:39][CH2:40][CH2:41][CH2:42][CH2:43]2)=[CH:34][C:10]=1[C:11]([NH:13][C:14]1[CH:26]=[C:25]([O:27][C:28]2[CH:33]=[CH:32][CH:31]=[CH:30][CH:29]=2)[CH:24]=[CH:23][C:15]=1[C:16]([O:18][C:19]([CH3:22])([CH3:21])[CH3:20])=[O:17])=[O:12] |f:4.5|. Procedure: To a solution mixture of the obtained tert-butyl 2-(2-(benzyloxy)-5-(piperidin-1-yl)benzamido)-4-phenoxybenzoate (0.093 g) in ethyl acetate (1.5 mL) and methanol (1.5 mL), 10% palladium-carbon (0.047 g) was added, followed by stirring under a hydrogen atmosphere at room temperature for 2 hours. Chloroform was added to the reaction mixture. The insoluble substance was removed by filtration, and the solvent was evaporated under reduced pressure. The obtained residue was purified by silica gel colu... Starting materials: O=C([O-])[O-], CC(C)CBr, [K+], [K+], CN(C)C=O, O, O=c1nc(-c2ccccn2)sc2ccc(O)cc12. Yields the product CC(C)COc1ccc2sc(-c3ccccn3)nc(=O)c2c1. Reaction SMILES: [C:24](=[O:25])([O-:26])[O-:27].[CH2:19]([CH:20]([CH3:21])[CH3:22])[Br:23].[K+:28].[K+:29].[O:30]=[CH:31][N:32]([CH3:33])[CH3:34].[OH2:35].[OH:1][c:2]1[cH:3][cH:4][c:5]2[c:6]([c:7](=[O:17])[n:8][c:9](-[c:11]3[n:12][cH:13][cH:14][cH:15][cH:16]3)[s:10]2)[cH:18]1>>[O:1]([c:2]1[cH:3][cH:4][c:5]2[c:6]([c:7](=[O:17])[n:8][c:9](-[c:11]3[n:12][cH:13][cH:14][cH:15][cH:16]3)[s:10]2)[cH:18]1)[CH2:19][CH:20]([CH3:21])[CH3:22]. Starting materials: [BH4-].[Na+] (NaBH4), CC1=NC2=CC=C(C(=C2N=C1)Br)NC=1NCCN1 (2-methyl-5-bromo-6-(2-imidazolin-2-ylamino) quinoxaline), CC1N(C2=CC=CC(=C2NC1)Br)NC=1NCCN1 ((±) 2-methyl-5-bromo-(2-imidazolin-2-ylamino)-1,2,3,4-tetrahydroquinoxaline). Solvent: C(C)(=O)O (acetic acid). Run at time 15 minute. Product: CC1NC2=CC=C(C(=C2NC1)Br)NC=1NCCN1 ((±)2-methyl-5-Bromo-6-(2-imidazolin-2-ylamino)-1, 2, 3, 4-tetrahydroquinoxaline). Yield: 53.0%. RXN SMILES: [CH3:1][C:2]1[CH:11]=[N:10][C:9]2[C:4](=[CH:5][CH:6]=[C:7]([NH:13][C:14]3[NH:15][CH2:16][CH2:17][N:18]=3)[C:8]=2[Br:12])[N:3]=1.[BH4-].[Na+].CC1CNC2C(=CC=CC=2Br)N1NC1NCCN=1>C(O)(=O)C>[CH3:1][CH:2]1[CH2:11][NH:10][C:9]2[C:4](=[CH:5][CH:6]=[C:7]([NH:13][C:14]3[NH:15][CH2:16][CH2:17][N:18]=3)[C:8]=2[Br:12])[NH:3]1 |f:1.2|. Procedure: A solution of 2-methyl-5-bromo-6-(2-imidazolin-2-ylamino) quinoxaline (40.5 mg, 0.132 mmol) in acetic acid was cooled to 10° C. and carefully treated with NaBH4 (5.0 mg, 0.132 mmol). The reaction mixture was stirred for 15 minutes before the solvent was removed in vacuo. The residue was dissolved in H2O, treated with solid NaOH to pH 13 and extracted with CHCl3. The combined organic extracts were dried over MgSO4 and concentrated in vacuo to yield a yellow oil. The crude material was chromatogra...